The task is: describe an organic reaction: reactants, conditions, products, and yield. This data is from the Open Reaction Database (ORD), a public repository of structured organic reaction records. Starting materials: ClC(C=O)(Cl)Cl (trichloroacetaldehyde), C(C=C)#N (acrylonitrile), ClC(C#N)CC(C=O)(Cl)Cl (2,4,4-trichloro-4-formylbutyronitrile). The solvent is O (water). Yields the product ClC1=NC=C(C=C1Cl)Cl (2,3,5-trichloropyridine). RXN SMILES: [Cl:1]C(Cl)(Cl)C=O.C(#N)C=C.[Cl:11][CH:12]([CH2:15][C:16]([Cl:20])(Cl)[CH:17]=O)[C:13]#[N:14]>O>[Cl:1][C:17]1[C:16]([Cl:20])=[CH:15][C:12]([Cl:11])=[CH:13][N:14]=1. Procedure details: A process for producing 2,3,5-trichloropyridine, which process comprises causing trichloroacetaldehyde to undergo an addition reaction, in the presence of a catalyst, with acrylonitrile, and cyclising the formed 2,4,4-trichloro-4-formylbutyronitrile of the formula I ##STR2## with the splitting-off of water, to give 2,3,5-trichloropyridine. Reactants: aldehydes, ClCCl.CCCCCC (dichloromethane hexane), C(C1=CC=CC=C1)OC1=C2C(=CC=C1)OCO2 (1-Benzyloxy-2,3-methylenedioxybenzene), CN(C1=CC=CC=C1)C=O (N-methylformanilide), P(=O)(Cl)(Cl)Cl (phosphorus oxychloride). Solvent: ClC1=CC=CC=C1 (chlorobenzene), ClC1=CC=CC=C1 (chlorobenzene). Reaction conditions: temperature -5 celsius, time 8 hour. Product: C(C1=CC=CC=C1)OC1=C2C(=C(C=O)C=C1)OCO2 (4-benzyloxy-2,3-methylenedioxybenzaldehyde). Yield: 13.0%. As a reaction SMILES: [CH2:1]([O:8][C:9]1[CH:14]=[CH:13][CH:12]=[C:11]2[O:15][CH2:16][O:17][C:10]=12)[C:2]1[CH:7]=[CH:6][CH:5]=[CH:4][CH:3]=1.CN([CH:26]=[O:27])C1C=CC=CC=1.P(Cl)(Cl)(Cl)=O.ClCCl.CCCCCC>ClC1C=CC=CC=1>[CH2:1]([O:8][C:9]1[CH:14]=[CH:13][C:12]([CH:26]=[O:27])=[C:11]2[O:15][CH2:16][O:17][C:10]=12)[C:2]1[CH:3]=[CH:4][CH:5]=[CH:6][CH:7]=1 |f:3.4|. Reported procedure: 1-Benzyloxy-2,3-methylenedioxybenzene (47.8 g) in chlorobenzene (50 ml) was added dropwise to a mixture of N-methylformanilide (34 g) and phosphorus oxychloride (38.5 g) in chlorobenzene (50 ml) maintained at -5° C. When the addition was complete the reaction mixture was allowed to warm to room temperature. It was then poured onto ice, and stirred overnight. The resulting mixture was extracted with ethyl acetate, washed with water and brine, and then dried and evaporated to yield 47.9 g of crude... Reported procedure: A solution of 1-Benzyl-2-chloromethylbenzimidazole hydrochloride (16 g, 0.055 mole) in N,N-dimethylformamide (80 ml) was stirred and a solution of sodium azide (17 g, 0.26 mole) in water (40 ml) was added. The resulting yellow solution was heated on a steam bath for 30 minutes, diluted with water (250 ml) and the crystalline product was filtered, dried in vacuo at room temperature, and recrystallized from 2-propanol to yield 10.5 g (73%) of product: mp 108°-110°. Yields the product C(C1=CC=CC=C1)N1C(=NC2=C1C=CC=C2)CN=[N+]=[N-] (1-Benzyl-2-azidomethylbenzimidazole). Run in CN(C=O)C (N,N-dimethylformamide), O (water), O (water). Reactants: Cl.C(C1=CC=CC=C1)N1C(=NC2=C1C=CC=C2)CCl (1-Benzyl-2-chloromethylbenzimidazole hydrochloride), [N-]=[N+]=[N-].[Na+] (sodium azide). Yield: 72.5%. Reaction SMILES: Cl.[CH2:2]([N:9]1[C:13]2[CH:14]=[CH:15][CH:16]=[CH:17][C:12]=2[N:11]=[C:10]1[CH2:18]Cl)[C:3]1[CH:8]=[CH:7][CH:6]=[CH:5][CH:4]=1.[N-:20]=[N+:21]=[N-:22].[Na+]>CN(C)C=O.O>[CH2:2]([N:9]1[C:13]2[CH:14]=[CH:15][CH:16]=[CH:17][C:12]=2[N:11]=[C:10]1[CH2:18][N:20]=[N+:21]=[N-:22])[C:3]1[CH:8]=[CH:7][CH:6]=[CH:5][CH:4]=1 |f:0.1,2.3|. Starting materials: O=C([O-])[O-], Fc1ccc(CCl)cc1, [K+], [K+], CN(C)C=O, c1nc(C2CCNCC2)c[nH]1. The product is Fc1ccc(CN2CCC(c3c[nH]cn3)CC2)cc1. Reaction SMILES: [C:12](=[O:13])([O-:14])[O-:15].[F:18][c:19]1[cH:20][cH:21][c:22]([CH2:23][Cl:24])[cH:25][cH:26]1.[K+:16].[K+:17].[O:27]=[CH:28][N:29]([CH3:30])[CH3:31].[nH:1]1[cH:2][n:3][c:4]([CH:6]2[CH2:7][CH2:8][NH:9][CH2:10][CH2:11]2)[cH:5]1>>[nH:1]1[cH:2][n:3][c:4]([CH:6]2[CH2:7][CH2:8][N:9]([CH2:23][c:22]3[cH:21][cH:20][c:19]([F:18])[cH:26][cH:25]3)[CH2:10][CH2:11]2)[cH:5]1. The reactants are Cc1cccc(N=C=O)c1, CN1C(=O)C(N)N=C(c2ccccc2)c2ccccc21, C1CCOC1. Yields the product Cc1cccc(NC(=O)NC2N=C(c3ccccc3)c3ccccc3N(C)C2=O)c1. Reaction SMILES: [CH3:21][c:22]1[cH:23][c:24]([N:28]=[C:29]=[O:30])[cH:25][cH:26][cH:27]1.[NH2:1][CH:2]1[C:3](=[O:20])[N:4]([CH3:19])[c:5]2[c:6]([cH:15][cH:16][cH:17][cH:18]2)[C:7]([c:9]2[cH:10][cH:11][cH:12][cH:13][cH:14]2)=[N:8]1.[O:31]1[CH2:32][CH2:33][CH2:34][CH2:35]1>>[NH:1]([CH:2]1[C:3](=[O:20])[N:4]([CH3:19])[c:5]2[c:6]([cH:15][cH:16][cH:17][cH:18]2)[C:7]([c:9]2[cH:10][cH:11][cH:12][cH:13][cH:14]2)=[N:8]1)[C:29]([NH:28][c:24]1[cH:23][c:22]([CH3:21])[cH:27][cH:26][cH:25]1)=[O:30]. The reactants are C(CCC)C1(C(C(=C(C2=CC=CC=C12)O)C1=NS(C2=C(N1)C=CC(=C2)O)(=O)=O)=O)C (1-butyl-4-hydroxy-3-(7-hydroxy-1,1-dioxido-4H-1,2,4-benzothiadiazin-3-yl)-1-methylnaphthalen-2(1 H)-one), BrCC(=O)N (2-bromoacetamide), C([O-])([O-])=O.[Cs+].[Cs+] (cesium carbonate). Reagents/catalysts: [I-].C(CCC)[N+](CCCC)(CCCC)CCCC (tetrabutylammonium iodide). Run in CN(C=O)C (dimethylformamide), C(C)(=O)OCC (ethyl acetate). Product: C(CCC)C1(C(C(=C(C2=CC=CC=C12)O)C1=NS(C2=C(N1)C=CC(=C2)OCC(=O)N)(=O)=O)=O)C (2-{[3-(4-butyl-1-hydroxy-4-methyl-3-oxo-3,4-dihydronaphthalen-2-yl)-1,1-dioxido-4H-1,2,4-benzothiadiazin-7-yl]oxy}acetamide). Yield: 66.9%. Reaction SMILES: [CH2:1]([C:5]1([CH3:30])[C:14]2[C:9](=[CH:10][CH:11]=[CH:12][CH:13]=2)[C:8]([OH:15])=[C:7]([C:16]2[NH:21][C:20]3[CH:22]=[CH:23][C:24]([OH:26])=[CH:25][C:19]=3[S:18](=[O:28])(=[O:27])[N:17]=2)[C:6]1=[O:29])[CH2:2][CH2:3][CH3:4].Br[CH2:32][C:33]([NH2:35])=[O:34].C(=O)([O-])[O-].[Cs+].[Cs+]>[I-].C([N+](CCCC)(CCCC)CCCC)CCC.CN(C)C=O.C(OCC)(=O)C>[CH2:1]([C:5]1([CH3:30])[C:14]2[C:9](=[CH:10][CH:11]=[CH:12][CH:13]=2)[C:8]([OH:15])=[C:7]([C:16]2[NH:21][C:20]3[CH:22]=[CH:23][C:24]([O:26][CH2:32][C:33]([NH2:35])=[O:34])=[CH:25][C:19]=3[S:18](=[O:28])(=[O:27])[N:17]=2)[C:6]1=[O:29])[CH2:2][CH2:3][CH3:4] |f:2.3.4,5.6|. Procedure: A solution of Example 27H (0.100 g, 0.235 mmol), 2-bromoacetamide (0.097 g, 0.703 mmol), cesium carbonate (0.382 g, 1.17 mmol), and tetrabutylammonium iodide (0.001 g, 0.024 mmol) in dimethylformamide (2.5 mL) was stirred at 25° C. for 72 hours. The mixture was diluted with ethyl acetate, washed with water and brine, dried with sodium sulfate, filtered, and concentrated in vacuo to give the free acid (0.076 g). As a reaction SMILES: [CH3:30][CH2:31][OH:32].[F:1][c:2]1[cH:3][c:4]([N+:20]([O-:21])=[O:22])[cH:5][c:6]2[c:11]1[N:10]([CH2:12][CH2:13][CH:14]1[N:15]([CH3:19])[CH2:16][CH2:17][CH2:18]1)[CH2:9][CH2:8][CH2:7]2.[H:23][H:24].[O:25]1[CH2:26][CH2:27][CH2:28][CH2:29]1>>[F:1][c:2]1[cH:3][c:4]([NH2:20])[cH:5][c:6]2[c:11]1[N:10]([CH2:12][CH2:13][CH:14]1[N:15]([CH3:19])[CH2:16][CH2:17][CH2:18]1)[CH2:9][CH2:8][CH2:7]2. The product is CN1CCCC1CCN1CCCc2cc(N)cc(F)c21. Starting materials: CCO, CN1CCCC1CCN1CCCc2cc([N+](=O)[O-])cc(F)c21, [H][H], C1CCOC1.